This data is from the Open Reaction Database (ORD), a public repository of structured organic reaction records. The task is: describe an organic reaction: reactants, conditions, products, and yield Reactants: [I-] (iodide), C(C=C)(=O)OCC (ethyl acrylate), bromide ion, IC1=CC=CC=C1 (iodobenzene), BrC1=CC=CC=C1 (bromobenzene). The solvent is ClC1=CC=CC=C1 (chlorobenzene), ClC1=CC=CC=C1 (chlorobenzene). Yields the product C(C=CC1=CC=CC=C1)(=O)OCC (ethyl cinnamate). As a reaction SMILES: [I-].I[C:3]1[CH:8]=[CH:7][CH:6]=[CH:5][CH:4]=1.BrC1C=CC=CC=1.[C:16]([O:20][CH2:21][CH3:22])(=[O:19])[CH:17]=[CH2:18]>ClC1C=CC=CC=1>[C:16]([O:20][CH2:21][CH3:22])(=[O:19])[CH:17]=[CH:18][C:3]1[CH:8]=[CH:7][CH:6]=[CH:5][CH:4]=1. Reported procedure: More specifically, we have found that chlorobenzene reacts with ethyl acrylate to form ethyl cinnamate in relatively high yield by reacting the chlorobenzene with iodide and/or bromide ion to form a mixture of chlorobenzene, iodobenzene and/or bromobenzene, then reacting the mixture with ethyl acrylate in the presence of a catalyst to form ethyl cinnamate. Solvent: CO (methanol). Yields the product ONC(C(C)N(CC1=CC=CC=C1)S(=O)(=O)C1=CC=C(C=C1)OC)=O (N-hydroxy-2-[[4-methoxybenzenesulfonyl](benzyl)amino]propionamide). Procedure details: (a) Methyl 2-[[4-methoxybenzenesulfonyl](benzyl)amino]propionate (2.1 g, 6.01 mmol) is dissolved in methanol (20.0 mL). To this solution is added hydroxylamine hydrochloride (0.84 g, 12.0 mmol), followed by the addition of sodium methoxide (7.0 mL of a 4.37M solution). The reaction is stirred overnight at room temperature. The reaction is worked up by first removing all the solvent, and partitioning between ethyl acetate/hexane (2/1) and saturated sodium bicarbonate. The aqueous phase is extract... Conditions: time 8 hour. The reactants are COC1=CC=C(C=C1)S(=O)(=O)N(C(C(=O)OC)C)CC1=CC=CC=C1 (Methyl 2-[[4-methoxybenzenesulfonyl](benzyl)amino]propionate), C[O-].[Na+] (sodium methoxide), solution, Cl.NO (hydroxylamine hydrochloride). RXN SMILES: [CH3:1][O:2][C:3]1[CH:8]=[CH:7][C:6]([S:9]([N:12]([CH2:19][C:20]2[CH:25]=[CH:24][CH:23]=[CH:22][CH:21]=2)[CH:13]([CH3:18])[C:14](OC)=[O:15])(=[O:11])=[O:10])=[CH:5][CH:4]=1.Cl.[NH2:27][OH:28].C[O-].[Na+]>CO>[OH:28][NH:27][C:14](=[O:15])[CH:13]([N:12]([S:9]([C:6]1[CH:7]=[CH:8][C:3]([O:2][CH3:1])=[CH:4][CH:5]=1)(=[O:11])=[O:10])[CH2:19][C:20]1[CH:25]=[CH:24][CH:23]=[CH:22][CH:21]=1)[CH3:18] |f:1.2,3.4|.